This data is from the Open Reaction Database (ORD), a public repository of structured organic reaction records. The task is: describe an organic reaction: reactants, conditions, products, and yield Reaction SMILES: [CH:47]([OH:48])([CH3:49])[CH3:50].[Cl:51][CH2:52][Cl:53].[I:1][c:2]1[cH:3][c:4]([N:8]=[C:9]=[O:10])[cH:5][cH:6][cH:7]1.[NH2:11][c:12]1[cH:13][c:14]([CH2:18][O:19][CH2:20][CH2:21][O:22][CH2:23][CH2:24][CH2:25][CH2:26][CH2:27][CH2:28][N:29]2[C:30](=[O:46])[O:31][CH:32]([c:34]3[cH:35][c:36]4[c:37]([cH:44][cH:45]3)[O:38][C:39]([CH3:42])([CH3:43])[O:40][CH2:41]4)[CH2:33]2)[cH:15][cH:16][cH:17]1>>[I:1][c:2]1[cH:3][c:4]([NH:8][C:9](=[O:10])[NH:11][c:12]2[cH:13][c:14]([CH2:18][O:19][CH2:20][CH2:21][O:22][CH2:23][CH2:24][CH2:25][CH2:26][CH2:27][CH2:28][N:29]3[C:30](=[O:46])[O:31][CH:32]([c:34]4[cH:35][c:36]5[c:37]([cH:44][cH:45]4)[O:38][C:39]([CH3:42])([CH3:43])[O:40][CH2:41]5)[CH2:33]3)[cH:15][cH:16][cH:17]2)[cH:5][cH:6][cH:7]1. Starting materials: CC(C)O, ClCCl, O=C=Nc1cccc(I)c1, CC1(C)OCc2cc(C3CN(CCCCCCOCCOCc4cccc(N)c4)C(=O)O3)ccc2O1. The product is CC1(C)OCc2cc(C3CN(CCCCCCOCCOCc4cccc(NC(=O)Nc5cccc(I)c5)c4)C(=O)O3)ccc2O1. The reactants are N(N)C1=CC=C(C2=CC=CC=C12)S(=O)(=O)O (4-hydrazinylnaphthalene-1-sulfonic acid), CC(C(C)=O)C (3-methylbutan-2-one), CC(=O)[O-].[Na+] (NaOAc), CCOCC (ether). Run in CC(=O)O (HOAc), C(Cl)Cl (DCM). Reaction conditions: temperature 110 celsius, time 3.5 hour. Yields the product CC1=NC2=C3C(=C(C=C2C1(C)C)S(=O)(=O)O)C=CC=C3 (2,3,3-trimethyl-3H-benzo[g]indole-5-sulfonic acid). Reaction SMILES: [NH:1]([C:3]1[C:12]2[C:7](=[CH:8][CH:9]=[CH:10][CH:11]=2)[C:6]([S:13]([OH:16])(=[O:15])=[O:14])=[CH:5][CH:4]=1)N.[CH3:17][CH:18]([CH3:22])[C:19](=O)[CH3:20].CC([O-])=O.[Na+].CCOCC>CC(O)=O.C(Cl)Cl>[CH3:20][C:19]1[C:18]([CH3:22])([CH3:17])[C:4]2[C:3](=[C:12]3[CH:11]=[CH:10][CH:9]=[CH:8][C:7]3=[C:6]([S:13]([OH:16])(=[O:15])=[O:14])[CH:5]=2)[N:1]=1 |f:2.3|. Procedure: A solution of sodium 4-aminonaphthalene-1-sulfonate (2.45 g, 10 mmol) in H2O (15 mL) was added a solution of NaNO2 (0.70 g, 10 mmol) in H2O (2 mL) at 10-15° C. The solution was then added to a cold solution of conc. H2SO4 (0.54 g, 5.5 mmol) in 0.5 mL of H2O. The temperature was maintained below 10° C. and the mixture was stirred for 1.5 h after the addition was complete. The mixture was then added dropwise to a cold solution of SnCl2 (3.8 g, 17 mmol) in 2.5 mL of conc. HCl and 1.5 ml of H2O. The... Product: NC1=C(C(=NC2=CC=CC(=C12)OC[C@@H]1NCCC1)C)C(=O)OCC ((R)-ethyl 4-amino-2-methyl-5-(pyrrolidin-2-ylmethoxy)quinoline-3-carboxylate). Starting materials: NC=1C(=C(OC[C@@H]2N(CCC2)C(=O)OCC2=CC=CC=C2)C=CC1)C#N ((R)-benzyl 2-((3-amino-2-cyanophenoxy)methyl)pyrrolidine-1-carboxylate), O=C(CC(=O)OCC)C (ethyl 3-oxobutanoate). Procedure details: Prepared as in Example 2a from (R)-benzyl 2-((3-amino-2-cyanophenoxy)methyl)pyrrolidine-1-carboxylate (Example 92c) and ethyl 3-oxobutanoate as brown solid. MS 330 (MH+). RXN SMILES: [NH2:1][C:2]1[C:3]([C:25]#[N:26])=[C:4]([CH:22]=[CH:23][CH:24]=1)[O:5][CH2:6][C@H:7]1[CH2:11][CH2:10][CH2:9][N:8]1C(OCC1C=CC=CC=1)=O.O=[C:28]([CH3:35])[CH2:29][C:30]([O:32][CH2:33][CH3:34])=[O:31]>>[NH2:26][C:25]1[C:3]2[C:2](=[CH:24][CH:23]=[CH:22][C:4]=2[O:5][CH2:6][C@H:7]2[CH2:11][CH2:10][CH2:9][NH:8]2)[N:1]=[C:28]([CH3:35])[C:29]=1[C:30]([O:32][CH2:33][CH3:34])=[O:31].